This data is from the Open Reaction Database (ORD), a public repository of structured organic reaction records. The task is: describe an organic reaction: reactants, conditions, products, and yield Starting materials: COC=1C=C2C(=CNC2=CC1)CCN1N=CC(=C1)[N+](=O)[O-] (5-methoxy-3-(2-(4-nitro-1H-pyrazol-1-yl)ethyl)-1H-indole). The reagents and catalysts are [Pd] (Pd/C). Run in CCO (EtOH). Conditions: time 18 hour. The product is COC=1C=C2C(=CNC2=CC1)CCN1N=CC(=C1)N (1-[2-(5-Methoxy-1H-indol-3-yl)-ethyl]-1H-pyrazol-4-ylamine). Reaction SMILES: [CH3:1][O:2][C:3]1[CH:4]=[C:5]2[C:9](=[CH:10][CH:11]=1)[NH:8][CH:7]=[C:6]2[CH2:12][CH2:13][N:14]1[CH:18]=[C:17]([N+:19]([O-])=O)[CH:16]=[N:15]1>[Pd].CCO>[CH3:1][O:2][C:3]1[CH:4]=[C:5]2[C:9](=[CH:10][CH:11]=1)[NH:8][CH:7]=[C:6]2[CH2:12][CH2:13][N:14]1[CH:18]=[C:17]([NH2:19])[CH:16]=[N:15]1. Procedure: To a round bottom flask 5-methoxy-3-(2-(4-nitro-1H-pyrazol-1-yl)ethyl)-1H-indole (2.11 g, 7.37 mmol), Pd/C (200 mg) and EtOH (35 mL, degassed) was added. The flask was evacuated and backfilled with H2 and the reaction mixture was stirred under H2-atmosphere at rt for 18 h. The reaction mixture was filtered over celite, washed with EtOH and the solvent was removed under reduced pressure to yield the title compound as a red oil, which was used in the next step without further purification. LC-MS c... Starting materials: C(C)OC(C1=CC(=CC=C1)NC1=NC=CC(=N1)C=1C(=NNC1)C1=CC(=C(C=C1)Cl)OC)=O (3-{4-[3-(4-Chloro-3-methoxy-phenyl)-1H-pyrazol-4-yl]-pyrimidin-2-ylamino}-benzoic acid ethyl ester), B(Br)(Br)Br (BBr3), B(Br)(Br)Br (BBr3). The solvent is C(Cl)Cl (CH2Cl2). Reaction conditions: temperature -5 celsius, time 10 minute. The product is C(C)OC(C1=CC(=CC=C1)NC1=NC=CC(=N1)C=1C(=NNC1)C1=CC(=C(C=C1)Cl)O)=O (3-{4-[3-(4-Chloro-3-hydroxy-phenyl)-1H-pyrazol-4-yl]-pyrimidin-2-ylamino}-benzoic acid ethyl ester). Reaction SMILES: [CH2:1]([O:3][C:4](=[O:32])[C:5]1[CH:10]=[CH:9][CH:8]=[C:7]([NH:11][C:12]2[N:17]=[C:16]([C:18]3[C:19]([C:23]4[CH:28]=[CH:27][C:26]([Cl:29])=[C:25]([O:30]C)[CH:24]=4)=[N:20][NH:21][CH:22]=3)[CH:15]=[CH:14][N:13]=2)[CH:6]=1)[CH3:2].B(Br)(Br)Br>C(Cl)Cl>[CH2:1]([O:3][C:4](=[O:32])[C:5]1[CH:10]=[CH:9][CH:8]=[C:7]([NH:11][C:12]2[N:17]=[C:16]([C:18]3[C:19]([C:23]4[CH:28]=[CH:27][C:26]([Cl:29])=[C:25]([OH:30])[CH:24]=4)=[N:20][NH:21][CH:22]=3)[CH:15]=[CH:14][N:13]=2)[CH:6]=1)[CH3:2]. Reported procedure: 3-{4-[3-(4-Chloro-3-methoxy-phenyl)-1H-pyrazol-4-yl]-pyrimidin-2-ylamino}-benzoic acid ethyl ester (Example 41) (18 mg, 0.04 mmoles) is suspended in CH2Cl2 (2 mL) and cooled to −5° C. BBr3 (0.5 mL, 1M in CH2Cl2) is added dropwise at −5° C. After 10 min the suspension turns to a clear brown solution. After 2 h at −5° C. another 0.5 mL of BBr3 is added to the reaction mixture. Then the reaction mixture is warmed to rt and kept at that temperature for 30 min. The reaction is quenched with 5 mL wate... The reactants are FC1=C(N[C@@H](C(=O)O)C)C=CC(=C1F)F ((2R)-2-(2,3,4-trifluoroanilino)propionic acid), CO (methanol), Cl (hydrochloric acid). Product: FC1=C(N[C@@H](C(=O)OC)C)C=CC(=C1F)F (Methyl (2R)-2-(2,3,4-trifluoroanilino)propionate). Reaction SMILES: [F:1][C:2]1[C:13]([F:14])=[C:12]([F:15])[CH:11]=[CH:10][C:3]=1[NH:4][C@H:5]([CH3:9])[C:6]([OH:8])=[O:7].Cl.[CH3:17]O>>[F:1][C:2]1[C:13]([F:14])=[C:12]([F:15])[CH:11]=[CH:10][C:3]=1[NH:4][C@H:5]([CH3:9])[C:6]([O:8][CH3:17])=[O:7]. Procedure: (2R)-2-(2,3,4-trifluoroanilino)propionic acid (1.1 g; 98% ee) was dissolved in methanol (10 ml) and hydrochloric acid (5 mol/l; 1 ml) was added thereto at room temperature. The liquid reaction mixture was heated under reflux for 6 hours and then the solvent was evaporated. To the obtained residue was added chloroform (10 ml). Next, the organic layer was washed with a saturated aqueous solution of sodium chloride and water and dried over anhydrous magnesium sulfate. After evaporating the solvent,... Reactants: C=CC(=O)Cl, C[O-], Cc1ccccc1, CO, N#N, CO[Si](CCCN)(OC)OC, [Na+]. Yields the product C=CC(=O)NCCC[Si](OC)(OC)OC. Reaction SMILES: [C:17]([CH:18]=[CH2:19])(=[O:20])[Cl:21].[CH3:14][O-:15].[CH3:22][c:23]1[cH:24][cH:25][cH:26][cH:27][cH:28]1.[CH3:29][OH:30].[N:1]#[N:2].[NH2:3][CH2:4][CH2:5][CH2:6][Si:7]([O:8][CH3:9])([O:10][CH3:11])[O:12][CH3:13].[Na+:16]>>[NH:3]([CH2:4][CH2:5][CH2:6][Si:7]([O:8][CH3:9])([O:10][CH3:11])[O:12][CH3:13])[C:17]([CH:18]=[CH2:19])=[O:20]. Starting materials: solution, C(C)(C)(C)OC(=O)NC1(CCC1)C[C@@H]1CC(N(C1)[C@H](C)C1=CC=CC=C1)=O (4-(R)-[1-(tert-butoxycarbonyl)amino-1-cyclobutyl]methyl-1-[1-(R)-phenylethyl]-2-pyrrolidone). The solvent is O1CCCC1 (tetrahydrofuran). Run at time 13 hour. The product is C(C)(C)(C)OC(=O)NC1(CCC1)C[C@@H]1CN(CC1)[C@H](C)C1=CC=CC=C1 (3-(R)-[1-(tert-Butoxycarbonyl)amino-1-cyclobutyl)methyl-1-[1-(R)-phenylethyl]pyrrolidine). The yield is 83.8%. Reaction SMILES: [C:1]([O:5][C:6]([NH:8][C:9]1([CH2:13][C@H:14]2[CH2:18][N:17]([C@@H:19]([C:21]3[CH:26]=[CH:25][CH:24]=[CH:23][CH:22]=3)[CH3:20])[C:16](=O)[CH2:15]2)[CH2:12][CH2:11][CH2:10]1)=[O:7])([CH3:4])([CH3:3])[CH3:2]>O1CCCC1>[C:1]([O:5][C:6]([NH:8][C:9]1([CH2:13][C@H:14]2[CH2:15][CH2:16][N:17]([C@@H:19]([C:21]3[CH:22]=[CH:23][CH:24]=[CH:25][CH:26]=3)[CH3:20])[CH2:18]2)[CH2:10][CH2:11][CH2:12]1)=[O:7])([CH3:2])([CH3:3])[CH3:4]. Reported procedure: Under a nitrogen atmosphere, 1 mol/l borane-tetrahydrofuran complex solution (5.6 ml) was added dropwise to a tetrahydrofuran solution (15 ml) of 4-(R)-[1-(tert-butoxycarbonyl)amino-1-cyclobutyl]methyl-1-[1-(R)-phenylethyl]-2-pyrrolidone (isomer B1) (700 mg, 1.88 mmol) under ice cooling, followed by stirring at room temperature for 13 hours. After removal of the solvent under reduced pressure, 80% water-containing ethanol (15 ml) and triethylamine (3 ml) were added to the residue and the mixture... Starting materials: ClS(=O)(=O)C1=NN2C(N=C(C=C2)C)=N1 (2-chlorosulfonyl-5-methyl-1,2,4-triazolo-[1,5-a]pyrimidine), Cl (HCl), C[Si](NC1=C(C=CC=C1F)F)(C)C (N-trimethylsilyl-2,6-difluoroaniline), CS(=O)C (dimethyl sulfoxide). Solvent: CC#N (CH3CN). Conditions: time 4 hour. Product: FC1=C(C(=CC=C1)F)NS(=O)(=O)C1=NN2C(N=C(C=C2)C)=N1 (N-(2,6-difluorophenyl)-5-methyl-1,2,4-triazolo[1,5-a]pyrimidine-2-sulfonamide). Isolated yield 70.0%. As a reaction SMILES: Cl[S:2]([C:5]1[N:14]=[C:8]2[N:9]=[C:10]([CH3:13])[CH:11]=[CH:12][N:7]2[N:6]=1)(=[O:4])=[O:3].C[Si](C)(C)[NH:17][C:18]1[C:23]([F:24])=[CH:22][CH:21]=[CH:20][C:19]=1[F:25].CS(C)=O.Cl>CC#N>[F:24][C:23]1[CH:22]=[CH:21][CH:20]=[C:19]([F:25])[C:18]=1[NH:17][S:2]([C:5]1[N:14]=[C:8]2[N:9]=[C:10]([CH3:13])[CH:11]=[CH:12][N:7]2[N:6]=1)(=[O:4])=[O:3]. Reported procedure: A solution consisting of 91.4 mg of about 77 percent pure 2-chlorosulfonyl-5-methyl-1,2,4-triazolo-[1,5-a]pyrimidine (0.30 mmole), 0.5 ml of CH3CN, 0.5 ml of N-trimethylsilyl-2,6-difluoroaniline, and 10 μl (0.141 mmole) of dimethyl sulfoxide was stirred at room temperature for 4 hours. The solution was treated with 2 ml of 1.0N HCl and the resultant mixture filtered. The precipitate was dried in vacuo, washed with CH2Cl2 and again dried to afford 68.7 mg (0.211 mmole, 70.0 percent yield) of N-(2...